This data is from the Open Reaction Database (ORD), a public repository of structured organic reaction records. The task is: describe an organic reaction: reactants, conditions, products, and yield Starting materials: C(C1=CC=CC=C1)C(C(=O)O)O (Benzyl-glycolic Acid), C(CO)(=O)O (Glycolic acid), C(C)(C)N(C(O)=NC(C)C)CC1=CC=CC=C1 (N,N'-diisopropylbenzylisourea). Run in C1CCOC1 (THF). Run at temperature -15 celsius, time 1 hour. The product is C(CO)(=O)OCC1=CC=CC=C1 (benzyl glycolate). Reaction SMILES: [CH2:1](C(O)C(O)=O)[C:2]1[CH:7]=[CH:6][CH:5]=[CH:4][CH:3]=1.[C:13]([OH:17])(=[O:16])[CH2:14][OH:15].C(N(CC1C=CC=CC=1)C(=NC(C)C)O)(C)C>C1COCC1>[C:13]([O:17][CH2:1][C:2]1[CH:3]=[CH:4][CH:5]=[CH:6][CH:7]=1)(=[O:16])[CH2:14][OH:15]. Procedure details: Construction of Benzyl-glycolic Acid. Glycolic acid (7.69,100 mmols) is added to N,N'-diisopropylbenzylisourea (23.39,100 mmols) with stirring for 1 hour. The volume is then increased to 200 mL with THF, and the mixture stirred for 48 h at room temperature. After cooling the mixture to -15° C., the diisopropylurea is removed by filtration and the THF evaporated under reduced pressure. The resulting product is pumped under high vacuum for 24 h to give benzyl glycolate which may be used without fu... The reactants are OCC1=CC=C(C=C(C1=O)OC)C(C)C (7-hydroxymethyl-4-isopropyl-2-methoxy-2,4,6-cycloheptatrien-1-one), N1=CC=CC=C1 (pyridine), CS(=O)(=O)Cl (methanesulfonyl chloride). Run in ClCCl (dichloromethane), ClCCl (dichloromethane). Reaction conditions: temperature 0 celsius, time 2 hour. Yields the product ClCC1=CC=C(C=C(C1=O)OC)C(C)C (7-chloromethyl-4-isopropyl-2-methoxy-2,4,6-cycloheptatrien-1-one). Yield: 45.1%. As a reaction SMILES: O[CH2:2][C:3]1[C:9](=[O:10])[C:8]([O:11][CH3:12])=[CH:7][C:6]([CH:13]([CH3:15])[CH3:14])=[CH:5][CH:4]=1.N1C=CC=CC=1.CS([Cl:26])(=O)=O>ClCCl>[Cl:26][CH2:2][C:3]1[C:9](=[O:10])[C:8]([O:11][CH3:12])=[CH:7][C:6]([CH:13]([CH3:15])[CH3:14])=[CH:5][CH:4]=1. Procedure details: 7-hydroxymethyl-4-isopropyl-2-methoxy-2,4,6-cycloheptatrien-1-one (2.81 g, 13.5 mmol) and pyridine (1.31 ml, 16.2 mmol) were dissolved in dichloromethane (5 ml) and cooled to 0° C. The solution was stirred while methanesulfonyl chloride (1.25 ml, 16.2 mmol) was added thereto. After stirred at 0° C. for 2 hours, the reaction solution was slowly brought back to room temperature. After 2 hours, the reaction solution was diluted with dichloromethane, washed with aqueous saturated sodium bicarbonate,...